This data is from the Open Reaction Database (ORD), a public repository of structured organic reaction records. The task is: describe an organic reaction: reactants, conditions, products, and yield The reactants are C(C)#N (Acetonitrile), 250-L, FC(C(C(C(F)(F)F)(F)F)(F)F)(S(=O)(=O)F)F (Perfluorobutanesulfonyl fluoride), C(C)(C)(C)C=1C=C(C=C(C1OC)C1=CC2=CC=C(C=C2C=C1)O)N1C(NC(C=C1)=O)=O (1-(3-tert-butyl-5-(6-hydroxynaphthalen-2-yl)-4-methoxyphenyl)pyrimidine-2,4(1H,3H)-dione), C([O-])([O-])=O.[K+].[K+] (potassium carbonate). Procedure details: A 250-L, 3-neck round-bottom flask equipped with an overhead stirrer was charged with 10 g of 1-(3-tert-butyl-5-(6-hydroxynaphthalen-2-yl)-4-methoxyphenyl)pyrimidine-2,4(1H,3H)-dione (98 wt %, 23.5 mmol, 1.0 equiv) and 6.5 g of milled potassium carbonate (325 mesh, 47.1 mmol, 2.0 equiv). Acetonitrile (MeCN, 60 mL, 6 volumes with respect to naphthol) and dimethylformamide (dimethylformide, 40 mL, 4 volumes with respect to naphthol) was charged to the reactor and the slurry was stirred. Perfluorob... The solvent is CN(C=O)C (dimethylformamide). Reaction conditions: time 20 minute. Product: FC(C(C(C(F)(F)F)(F)F)(F)F)(S(=O)(=O)OC1=CC2=CC=C(C=C2C=C1)C1=C(C(=CC(=C1)N1C(NC(C=C1)=O)=O)C(C)(C)C)OC)F (6-(3-tert-butyl-5-(2,4-dioxo-3,4-dihydropyrimidin -1(2H)-yl)-2-methoxyphenyl)naphthalen-2-yl 1,1,2,2,3,3,4,4,4-nonafluorobutane-1-sulfonate). RXN SMILES: [C:1]([C:5]1[CH:6]=[C:7]([N:24]2[CH:29]=[CH:28][C:27](=[O:30])[NH:26][C:25]2=[O:31])[CH:8]=[C:9]([C:13]2[CH:22]=[CH:21][C:20]3[C:15](=[CH:16][CH:17]=[C:18]([OH:23])[CH:19]=3)[CH:14]=2)[C:10]=1[O:11][CH3:12])([CH3:4])([CH3:3])[CH3:2].C(=O)([O-])[O-].[K+].[K+].C(#N)C.[F:41][C:42]([F:57])([S:53](F)(=[O:55])=[O:54])[C:43]([F:52])([F:51])[C:44]([F:50])([F:49])[C:45]([F:48])([F:47])[F:46]>CN(C)C=O>[F:57][C:42]([F:41])([S:53]([O:23][C:18]1[CH:17]=[CH:16][C:15]2[C:20](=[CH:21][CH:22]=[C:13]([C:9]3[CH:8]=[C:7]([N:24]4[CH:29]=[CH:28][C:27](=[O:30])[NH:26][C:25]4=[O:31])[CH:6]=[C:5]([C:1]([CH3:4])([CH3:2])[CH3:3])[C:10]=3[O:11][CH3:12])[CH:14]=2)[CH:19]=1)(=[O:55])=[O:54])[C:43]([F:51])([F:52])[C:44]([F:50])([F:49])[C:45]([F:48])([F:47])[F:46] |f:1.2.3|. The reactants are C, CCO, CCOC(=O)c1cc2c(=O)c3cc(C4(C)CO4)ccc3oc2nc1N, C1CCOC1, [Pd]. Product: CCOC(=O)c1cc2c(=O)c3cc(C(C)CO)ccc3oc2nc1N. Reaction SMILES: [C:29].[CH3:26][CH2:27][OH:28].[NH2:1][c:2]1[c:3]([C:21](=[O:22])[O:23][CH2:24][CH3:25])[cH:4][c:5]2[c:6]([n:7]1)[o:8][c:9]1[c:10]([c:11]2=[O:12])[cH:13][c:14]([C:17]2([CH3:20])[CH2:18][O:19]2)[cH:15][cH:16]1.[O:31]1[CH2:32][CH2:33][CH2:34][CH2:35]1.[Pd:30]>>[NH2:1][c:2]1[c:3]([C:21](=[O:22])[O:23][CH2:24][CH3:25])[cH:4][c:5]2[c:6]([n:7]1)[o:8][c:9]1[c:10]([c:11]2=[O:12])[cH:13][c:14]([CH:17]([CH2:18][OH:19])[CH3:20])[cH:15][cH:16]1. Reactants: C(O)([O-])=O.[Na+] (sodium hydrogencarbonate), [Na] (sodium), ON=C(C(=O)OCC)C#N (ethyl 2-hydroxyimino-2-cyanoacetate), ClC(=O)OCC=C (allyl chloroformate). Solvent: O (water), C(C)(=O)OCC (ethyl acetate). Reaction conditions: time 1 hour. Yields the product C(C=C)OC(=O)ON=C(C(=O)OCC)C#N (ethyl 2-allyloxycarbonyloxyimino-2-cyanoacetate). The yield is 62.4%. RXN SMILES: [Na].[OH:2][N:3]=[C:4]([C:10]#[N:11])[C:5]([O:7][CH2:8][CH3:9])=[O:6].Cl[C:13]([O:15][CH2:16][CH:17]=[CH2:18])=[O:14].C(=O)([O-])O.[Na+]>O.C(OCC)(=O)C>[CH2:16]([O:15][C:13]([O:2][N:3]=[C:4]([C:10]#[N:11])[C:5]([O:7][CH2:8][CH3:9])=[O:6])=[O:14])[CH:17]=[CH2:18] |f:3.4,^1:0|. Procedure: To a solution of sodium salt of ethyl 2-hydroxyimino-2-cyanoacetate (23.1 g) in water (100 ml), a solution of allyl chloroformate (17.0 g) in ethyl acetate (30 ml) is dropwise added at 5° to 10°C. The resulting mixture is stirred for 1 hour while adjusting pH to 7 with the addition of an aqueous solution of sodium hydrogencarbonate. The reaction mixture is extracted with ethyl acetate, and the organic layer is washed with water, dried and concentrated. The residue is distilled under reduced pres... Reactants: BrC1=CC=C(C=C1)C(=O)N1CCN(CC1)C1=NC=C(C=C1C)C ((4-bromophenyl) [4-(3,5-dimethylpyridin-2-yl)piperazin-1-yl]methanone), CC=1C(=NC=C(C1)C)N1CCN(CC1)C(=O)C1=CC=C(C=C1)N1C(N(CC1(C)C)CC1=CC=C(C=C1)OC)=O (3-{4-[4-(3,5-dimethylpyridin-2-yl)piperazine-1-carbonyl]phenyl}-1-(4-methoxybenzyl)-4,4-dimethylimidazolidin-2-one), COC1=CC=C(CN2C(NC(C2)(C)C)=O)C=C1 (1-(4-methoxybenzyl)-4,4-dimethylimidazolidin-2-one). Yields the product CC=1C(=NC=C(C1)C)N1CCN(CC1)C(=O)C1=CC=C(C=C1)N1C(NCC1(C)C)=O (1-{4-[4-(3,5-dimethylpyridin-2-yl)piperazine-1-carbonyl]phenyl}-5,5-dimethylimidazolidin-2-one). As a reaction SMILES: BrC1C=CC(C(N2CCN(C3C(C)=CC(C)=CN=3)CC2)=O)=CC=1.COC1C=CC(CN2CC(C)(C)NC2=O)=CC=1.[CH3:41][C:42]1[C:43]([N:49]2[CH2:54][CH2:53][N:52]([C:55]([C:57]3[CH:62]=[CH:61][C:60]([N:63]4[C:67]([CH3:69])([CH3:68])[CH2:66][N:65](CC5C=CC(OC)=CC=5)[C:64]4=[O:79])=[CH:59][CH:58]=3)=[O:56])[CH2:51][CH2:50]2)=[N:44][CH:45]=[C:46]([CH3:48])[CH:47]=1>>[CH3:41][C:42]1[C:43]([N:49]2[CH2:50][CH2:51][N:52]([C:55]([C:57]3[CH:58]=[CH:59][C:60]([N:63]4[C:67]([CH3:68])([CH3:69])[CH2:66][NH:65][C:64]4=[O:79])=[CH:61][CH:62]=3)=[O:56])[CH2:53][CH2:54]2)=[N:44][CH:45]=[C:46]([CH3:48])[CH:47]=1. Reported procedure: Using (4-bromophenyl) [4-(3,5-dimethylpyridin-2-yl)piperazin-1-yl]methanone (150 mg) described in Preparation Example 165 and 1-(4-methoxybenzyl)-4,4-dimethylimidazolidin-2-one (112 mg) described in Preparation Example 54 and by the reaction and treatment in the same manner as in Example 426, the title compound (57 mg) was obtained via 3-{4-[4-(3,5-dimethylpyridin-2-yl)piperazine-1-carbonyl]phenyl}-1-(4-methoxybenzyl)-4,4-dimethylimidazolidin-2-one.